From a dataset of the Open Reaction Database (ORD), a public repository of structured organic reaction records. describe an organic reaction: reactants, conditions, products, and yield Starting materials: C(C)(=O)N1CCC(CC1)C(=O)N1C[C@H]([C@@H](CC1)NC)C1=CC(=C(C=C1)Cl)Cl ((3R,4R)-1-[(1-acetylpiperidin-4-yl)carbonyl]-3-(3,4-dichlorophenyl)-N-methylpiperidin-4-amine), C1(=CC=CC=C1)C1=CC(=NO1)C(=O)O (5-phenylisoxazole-3-carboxylic acid). The product is C(C)(=O)N1CCC(CC1)C(=O)N1C[C@H]([C@@H](CC1)N(C(=O)C1=NOC(=C1)C1=CC=CC=C1)C)C1=CC(=C(C=C1)Cl)Cl (N-[(3R,4R)-1-[(1-acetylpiperidin-4-yl)carbonyl]-3-(3,4-dichlorophenyl)piperidin-4-yl]-N-methyl-5-phenylisoxazole-3-carboxamide). Reaction SMILES: [C:1]([N:4]1[CH2:9][CH2:8][CH:7]([C:10]([N:12]2[CH2:17][CH2:16][C@@H:15]([NH:18][CH3:19])[C@H:14]([C:20]3[CH:25]=[CH:24][C:23]([Cl:26])=[C:22]([Cl:27])[CH:21]=3)[CH2:13]2)=[O:11])[CH2:6][CH2:5]1)(=[O:3])[CH3:2].[C:28]1([C:34]2[O:38][N:37]=[C:36]([C:39]([OH:41])=O)[CH:35]=2)[CH:33]=[CH:32][CH:31]=[CH:30][CH:29]=1>>[C:1]([N:4]1[CH2:5][CH2:6][CH:7]([C:10]([N:12]2[CH2:17][CH2:16][C@@H:15]([N:18]([CH3:19])[C:39]([C:36]3[CH:35]=[C:34]([C:28]4[CH:29]=[CH:30][CH:31]=[CH:32][CH:33]=4)[O:38][N:37]=3)=[O:41])[C@H:14]([C:20]3[CH:25]=[CH:24][C:23]([Cl:26])=[C:22]([Cl:27])[CH:21]=3)[CH2:13]2)=[O:11])[CH2:8][CH2:9]1)(=[O:3])[CH3:2]. Procedure: Using the compound obtained in Example 78 and 5-phenylisoxazole-3-carboxylic acid, and by the reaction and purification in the same manner as in Example 3, the title compound was obtained. Reactants: CN(O)C(=O)OC(C)(C)C (N-methyl-N-boc hydroxylamine), C1(CCC(=O)O1)=O (succinic anhydride). Reagents/catalysts: CN(C)C=1C=CN=CC1 (DMAP). Run in [Cl-].[NH4+] (ammonium chloride). Conditions: time 16 hour. The product is C(C)(C)(C)OC(=O)N(OC(CCC(=O)O)=O)C (4-(tert-butoxycarbonyl(methyl)aminooxy)-4-oxobutanoic acid). Isolated yield 77.0%. Reaction SMILES: [CH3:1][N:2]([C:4]([O:6][C:7]([CH3:10])([CH3:9])[CH3:8])=[O:5])[OH:3].[C:11]1(=[O:17])[O:16][C:14](=[O:15])[CH2:13][CH2:12]1>CN(C1C=CN=CC=1)C.[Cl-].[NH4+]>[C:7]([O:6][C:4]([N:2]([CH3:1])[O:3][C:11](=[O:17])[CH2:12][CH2:13][C:14]([OH:16])=[O:15])=[O:5])([CH3:10])([CH3:9])[CH3:8] |f:3.4|. Procedure details: To a solution of N-methyl-N-boc hydroxylamine 3 (536 mg, 3.65 mmol) in ichloromethane (8 mL) were added DMAP (134 mg, 1.10 mmol) and succinic anhydride (548 mg, 5.48 mmol). The resulting mixture was stirred for 16 h at room temperature. The reaction mixture was poured into a saturated solution of ammonium chloride (10 mL) and extracted with ethyl acetate (2×40 mL). The combined organic layer was washed with water (20 mL) and dried over sodium sulfate. The solvent was removed in vacuo and the cru... The reactants are CCOC(=NC#N)C(C)(C)Oc1ccccc1, NC12CCC(C(F)F)(CC1)CC2, NC12CCC(C(F)F)(CC1)C2. Product: CC(C)(Oc1ccccc1)C(=NC#N)NC12CCC(C(F)F)(CC1)C2. RXN SMILES: [C:24](#[N:25])[N:26]=[C:27]([C:28]([CH3:29])([O:30][c:31]1[cH:32][cH:33][cH:34][cH:35][cH:36]1)[CH3:37])[O:38][CH2:39][CH3:40].[F:12][CH:13]([F:14])[C:15]12[CH2:16][CH2:17][C:18]([NH2:19])([CH2:20][CH2:21]1)[CH2:22][CH2:23]2.[F:1][CH:2]([C:3]12[CH2:4][CH2:5][C:6]([NH2:10])([CH2:7][CH2:8]1)[CH2:9]2)[F:11]>>[F:1][CH:2]([C:3]12[CH2:4][CH2:5][C:6]([NH:10][C:27](=[N:26][C:24]#[N:25])[C:28]([CH3:29])([O:30][c:31]3[cH:32][cH:33][cH:34][cH:35][cH:36]3)[CH3:37])([CH2:7][CH2:8]1)[CH2:9]2)[F:11]. The yield is 8.0%. Yields the product NC1=C(C(=CC=C1)C)O (2-Amino-6-methylphenol), solid. As a reaction SMILES: [CH3:1][C:2]1[CH:7]=[CH:6][CH:5]=[C:4]([N+:8]([O-])=O)[C:3]=1[OH:11].NC1C=CC=C(Cl)C=1O>>[NH2:8][C:4]1[CH:5]=[CH:6][CH:7]=[C:2]([CH3:1])[C:3]=1[OH:11]. Starting materials: CC1=C(C(=CC=C1)[N+](=O)[O-])O (2-methyl-6-nitrophenol), NC1=C(C(=CC=C1)Cl)O (2-amino-6-chlorophenol). Reported procedure: 2-Amino-6-methylphenol was prepared from 2-methyl-6-nitrophenol (0.500 g, 3.26 mmol) in a manner similar to that described for 2-amino-6-chlorophenol. The compound was formed as a black solid (0.030 g, 8%). RP-HPLC (25 to 100% CH3CN in 0.1 N aqueous ammonium acetate over 10 min at 1 mL/min using a Hypersil HS C18, 100 Å, 5 μm, 250×4.6 mm column) tr=5.78 min., 86%; m/z 123 (MH+). Starting materials: CCOC(=O)C=Cc1ccc(C(F)(F)F)nc1Cl, OB(O)c1ccsc1. Yields the product CCOC(=O)C=Cc1ccc(C(F)(F)F)nc1-c1ccsc1. RXN SMILES: [CH2:1]([CH3:2])[O:3][C:4]([CH:5]=[CH:6][c:7]1[c:8]([Cl:17])[n:9][c:10]([C:13]([F:14])([F:15])[F:16])[cH:11][cH:12]1)=[O:18].[s:19]1[cH:20][c:21]([B:24]([OH:25])[OH:26])[cH:22][cH:23]1>>[CH2:1]([CH3:2])[O:3][C:4]([CH:5]=[CH:6][c:7]1[c:8](-[c:21]2[cH:20][s:19][cH:23][cH:22]2)[n:9][c:10]([C:13]([F:14])([F:15])[F:16])[cH:11][cH:12]1)=[O:18].